From a dataset of the Open Reaction Database (ORD), a public repository of structured organic reaction records. describe an organic reaction: reactants, conditions, products, and yield The reactants are [BH4-], CO, CC(=O)c1cnc(NCC2CCCCN2C(=O)c2nn(C)cc2-c2ccc(F)cc2)nc1, [Na+], O. Yields the product CC(O)c1cnc(NCC2CCCCN2C(=O)c2nn(C)cc2-c2ccc(F)cc2)nc1. RXN SMILES: [BH4-:33].[CH3:36][OH:37].[F:1][c:2]1[cH:3][cH:4][c:5](-[c:8]2[c:9]([C:14](=[O:15])[N:16]3[CH:17]([CH2:22][NH:23][c:24]4[n:25][cH:26][c:27]([C:30]([CH3:31])=[O:32])[cH:28][n:29]4)[CH2:18][CH2:19][CH2:20][CH2:21]3)[n:10][n:11]([CH3:13])[cH:12]2)[cH:6][cH:7]1.[Na+:34].[OH2:35]>>[F:1][c:2]1[cH:3][cH:4][c:5](-[c:8]2[c:9]([C:14](=[O:15])[N:16]3[CH:17]([CH2:22][NH:23][c:24]4[n:25][cH:26][c:27]([CH:30]([CH3:31])[OH:32])[cH:28][n:29]4)[CH2:18][CH2:19][CH2:20][CH2:21]3)[n:10][n:11]([CH3:13])[cH:12]2)[cH:6][cH:7]1. Starting materials: CCCCC(CC)COC(=O)CC#N, CCNCC, CC(=O)O, CC(C)O, Nc1ccc(C=O)cc1. Product: CCCCC(CC)COC(=O)C(C#N)=Cc1ccc(N)cc1. RXN SMILES: [C:10](#[N:11])[CH2:12][C:13](=[O:14])[O:15][CH2:16][CH:17]([CH2:18][CH2:19][CH2:20][CH3:21])[CH2:22][CH3:23].[CH2:24]([NH:25][CH2:26][CH3:27])[CH3:28].[CH3:29][C:30](=[O:31])[OH:32].[CH:33]([OH:34])([CH3:35])[CH3:36].[NH2:1][c:2]1[cH:3][cH:4][c:5]([CH:6]=[O:7])[cH:8][cH:9]1>>[NH2:1][c:2]1[cH:3][cH:4][c:5]([CH:6]=[C:12]([C:10]#[N:11])[C:13](=[O:14])[O:15][CH2:16][CH:17]([CH2:18][CH2:19][CH2:20][CH3:21])[CH2:22][CH3:23])[cH:8][cH:9]1. The reactants are ClC1=CC=C(C=C1)C(C(=O)O)(C)C (2-(4-chlorophenyl)-2-methyl propanoic acid), NCCCN1CCC(CC1)C=1C=C(C=CC1)NC(C)=O (N-{3-[1-(3-aminopropyl)-4-piperidinyl]phenyl}acetamide). The product is C(C)(=O)NC=1C=C(C=CC1)C1CCN(CC1)CCCNC(C(C)(C)C1=CC=C(C=C1)Cl)=O (N-(3-{4-[3-(ACETYLAMINO)PHENYL]-1-PIPERIDINYL}PROPYL)-2-(4-CHLORO PHENYL)-2-METHYLPROPANAMIDE). Reaction SMILES: [Cl:1][C:2]1[CH:7]=[CH:6][C:5]([C:8]([CH3:13])([CH3:12])[C:9]([OH:11])=O)=[CH:4][CH:3]=1.[NH2:14][CH2:15][CH2:16][CH2:17][N:18]1[CH2:23][CH2:22][CH:21]([C:24]2[CH:25]=[C:26]([NH:30][C:31](=[O:33])[CH3:32])[CH:27]=[CH:28][CH:29]=2)[CH2:20][CH2:19]1>>[C:31]([NH:30][C:26]1[CH:25]=[C:24]([CH:21]2[CH2:22][CH2:23][N:18]([CH2:17][CH2:16][CH2:15][NH:14][C:9](=[O:11])[C:8]([C:5]3[CH:4]=[CH:3][C:2]([Cl:1])=[CH:7][CH:6]=3)([CH3:13])[CH3:12])[CH2:19][CH2:20]2)[CH:29]=[CH:28][CH:27]=1)(=[O:33])[CH3:32]. Procedure: Example 79 was prepared from 2-(4-chlorophenyl)-2-methyl propanoic acid and N-{3-[1-(3-aminopropyl)-4-piperidinyl]phenyl}acetamide according to the procedures described in Scheme 10: 1H NMR (400 MHz, CDCl3) δ 7.43 (s, 2H), 7.34–7.25 (m, 6H), 6.95 (d, 1H, J=7.2 Hz), 6.65 (br s, 1H), 3.33 (dd, 2H, J=6.0, 12.0 Hz), 2.92 (d, 2H, J=12.0 Hz), 2.45 (m, 1H), 2.36 (t, 2H, J=6.0 Hz), 2.20 (s, 3H), 1.94 (t, 2H, J=12.4 Hz), 1.78 (d, 2H, J=13.2 Hz), 1:65 (m, 2H), 1.57 (s, 6H), 1.55–1.46 (m, 2H); ESMS m/e: 45... Starting materials: C(=O)(N1C=NC=C1)N1C=NC=C1 (carbonyldiimidazole), solution, C(C1=CC=CC=C1)N1C2=CC=CC=C2C=2C(=CC(=C(C12)SC)CC(=O)O)C ((9-benzyl-4-methyl-1-methylthiocarbazol-2-yl)acetic acid), CS(=O)(=O)N (methanesulfonamide), N12CCCCCC2=NCCC1 (1,8-diazabicyclo[5.4.0]undec-7-ene). The solvent is O (water), O1CCCC1 (tetrahydrofuran). Reaction conditions: time 1 hour. The product is C(C1=CC=CC=C1)N1C2=CC=CC=C2C=2C(=CC(=C(C12)SC)CC(=O)CNS(=O)=O)C (N-(9-Benzyl-4-methyl-1-methylthiocarbazol-2-ylacetyl)methylsulfonamide). Isolated yield 81.6%. As a reaction SMILES: C([N:8]1[CH:12]=CN=C1)(N1C=CN=C1)=O.[CH2:13]([N:20]1[C:32]2[C:31]([S:33][CH3:34])=[C:30]([CH2:35][C:36]([OH:38])=O)[CH:29]=[C:28]([CH3:39])[C:27]=2[C:26]2[C:21]1=[CH:22][CH:23]=[CH:24][CH:25]=2)[C:14]1[CH:19]=[CH:18][CH:17]=[CH:16][CH:15]=1.C[S:41](N)(=[O:43])=[O:42].N12CCCN=C1CCCCC2>O1CCCC1.O>[CH2:13]([N:20]1[C:32]2[C:31]([S:33][CH3:34])=[C:30]([CH2:35][C:36]([CH2:12][NH:8][SH:41](=[O:43])=[O:42])=[O:38])[CH:29]=[C:28]([CH3:39])[C:27]=2[C:26]2[C:21]1=[CH:22][CH:23]=[CH:24][CH:25]=2)[C:14]1[CH:15]=[CH:16][CH:17]=[CH:18][CH:19]=1. Procedure: 74.6 mg (0.26 mmol) of carbonyldiimidazole was added to 1 ml of a solution of 50 mg (0.13 mmol) of (9-benzyl-4-methyl-1-methylthiocarbazol-2-yl)acetic acid, as obtained in Example 14, in tetrahydrofuran, and the reaction mixture was stirred for 1 hour at room temperature. After this time, 43.8 mg (0.26 mmol) of methanesulfonamide and 70.0 mg (0.26 mmol) of 1,8-diazabicyclo[5.4.0]undec-7-ene were added to the mixture which was first stirred overnight at room temperature and then refluxed for 2 ho...